This data is from the Open Reaction Database (ORD), a public repository of structured organic reaction records. The task is: describe an organic reaction: reactants, conditions, products, and yield The reactants are OO (H2O2), C(=O)(C(F)(F)F)OC(=O)C(F)(F)F (TFAA), CC1N(C(CCC1)C)CCNC=1N=[N+](C2=C(N1)C=C1CCCC1=C2)[O-] (N-[2-(2,6-Dimethyl-1-piperidinyl)ethyl]-7,8-dihydro-6H-indeno[5,6-e][1,2,4]triazin-3-amine 1-Oxide), C(=O)(C(F)(F)F)O (TFA). The solvent is N (NH3), C(Cl)Cl (DCM), C(Cl)Cl (DCM). Reaction conditions: temperature 0 celsius, time 5 minute. Product: CC1N(C(CCC1)C)CCNC=1N=[N+](C2=C([N+]1[O-])C=C1CCCC1=C2)[O-] (N-[2-(2,6-Dimethyl-1-piperidinyl)ethyl]-7,8-dihydro-6H-indeno[5,6-e][1,2,4]triazin-3-amine 1,4-Dioxide). Yield: 36.7%. Reaction SMILES: OO.C(OC(C(F)(F)F)=O)(C(F)(F)F)=[O:4].[CH3:16][CH:17]1[CH2:22][CH2:21][CH2:20][CH:19]([CH3:23])[N:18]1[CH2:24][CH2:25][NH:26][C:27]1[N:28]=[N+:29]([O-:40])[C:30]2[CH:39]=[C:38]3[C:34]([CH2:35][CH2:36][CH2:37]3)=[CH:33][C:31]=2[N:32]=1.C(O)(C(F)(F)F)=O>C(Cl)Cl.N>[CH3:16][CH:17]1[CH2:22][CH2:21][CH2:20][CH:19]([CH3:23])[N:18]1[CH2:24][CH2:25][NH:26][C:27]1[N:28]=[N+:29]([O-:40])[C:30]2[CH:39]=[C:38]3[C:34]([CH2:35][CH2:36][CH2:37]3)=[CH:33][C:31]=2[N+:32]=1[O-:4]. Reported procedure: H2O2 (70%, 0.46 mL, ca. 9.2 mmol) was added dropwise to a stirred solution of TFAA (1.3 mL, 9.2 mmol) in DCM (20 mL) at 0° C. The solution was stirred at 0° C. for 5 min, warmed to 20° C. for 10 min, then cooled to 0° C. and added to a stirred solution of 1-oxide 38 (314 mg, 0.9 mmol) and TFA (0.35 mL, 4.6 mmol) in DCM (20 mL) at 0° C. The solution was stirred at 20° C. for 6 h, diluted with dilute aqueous NH3 solution (10 mL) and extracted with CHCl3 (4×50 mL). The combined organic fraction was... Reactants: [H-].[Na+] (sodium hydride), S(=S)(=O)([O-])[O-].[Na+].[Na+] (sodium thiosulfate), FC1=C(C=CC(=C1F)OCC)O (2,3-difluoro-4-ethoxyphenol), C(CCCC)[C@@H]1CC[C@H](CC1)C1=CC=C(C=C1)C(=S)S (4-(trans-4-n-pentylcyclohexyl)-phenyldithiocarboxylic acid), II (iodine). Solvent: C1CCOC1 (THF), C1CCOC1 (THF), C1CCOC1 (THF), C1CCOC1 (THF). Run at time 30 minute. Yields the product C(CCCC)[C@@H]1CC[C@H](CC1)C1=CC=C(C(=S)OC2=C(C(=C(C=C2)OCC)F)F)C=C1 (2,3-difluoro-4-ethoxyphenyl 4-(trans-4-n-pentylcyclohexyl)thiobenzoate). Isolated yield 31.1%. As a reaction SMILES: [H-].[Na+].[CH2:3]([C@H:8]1[CH2:13][CH2:12][C@H:11]([C:14]2[CH:19]=[CH:18][C:17]([C:20]([SH:22])=S)=[CH:16][CH:15]=2)[CH2:10][CH2:9]1)[CH2:4][CH2:5][CH2:6][CH3:7].[F:23][C:24]1[C:29]([F:30])=[C:28]([O:31][CH2:32][CH3:33])[CH:27]=[CH:26][C:25]=1[OH:34].II.S([O-])([O-])(=O)=S.[Na+].[Na+]>C1COCC1>[CH2:3]([C@H:8]1[CH2:9][CH2:10][C@H:11]([C:14]2[CH:15]=[CH:16][C:17]([C:20]([O:34][C:25]3[CH:26]=[CH:27][C:28]([O:31][CH2:32][CH3:33])=[C:29]([F:30])[C:24]=3[F:23])=[S:22])=[CH:18][CH:19]=2)[CH2:12][CH2:13]1)[CH2:4][CH2:5][CH2:6][CH3:7] |f:0.1,5.6.7|. Procedure details: To a suspension prepared by suspending 1.52 g (38.0 mmol) of 60% sodium hydride in 15 ml of THF was added dropwise solution of 5.29 g (17.3 mmol) of the 4-(trans-4-n-pentylcyclohexyl)-phenyldithiocarboxylic acid obtained by the first step, in 20 ml of THF under a condition cooled with ice in 15 min, and stirred as it was for 30 min. To this reaction solution was added dropwise solution of 2.50 g (14.4 mmol) of 2,3-difluoro-4-ethoxyphenol in 20 ml of THF in 15 min and stirred as it was for 30 min... Reaction SMILES: [CH3:1][N:2]1[CH:9]=[CH:8][C:6](=[O:7])[NH:5][C:3]1=[O:4].[CH2:10]([C:12]1[CH:13]=[CH:14][C:15]2[CH:25](O)[C:20]3[N:21]=[C:22]([CH3:24])[S:23][C:19]=3[CH:18]=[CH:17][C:16]=2[CH:27]=1)[CH3:11].FC(F)(F)C(O)=O>ClCCl>[CH2:10]([C:12]1[CH:13]=[CH:14][C:15]2[CH:25]([C:8]3[C:6](=[O:7])[NH:5][C:3](=[O:4])[N:2]([CH3:1])[CH:9]=3)[C:20]3[N:21]=[C:22]([CH3:24])[S:23][C:19]=3[CH:18]=[CH:17][C:16]=2[CH:27]=1)[CH3:11]. Procedure: 1-Methyluracil (0.064 g) was added to a solution of the product from step (xi) (0.10 g) in dichloromethane (2 ml), followed by trifluoroacetic acid (1 ml). The orange solution was stirred at room temperature for 10 minutes before the solvent was removed under reduced pressure. The residue was azeotroped twice with acetonitrile, and the crude product purified by chromatography, eluting with 0-5% methanol in ethyl acetate. Solvent: ClCCl (dichloromethane). Yields the product C(C)C=1C=CC2=C(C=CC3=C(N=C(S3)C)C2C=2C(NC(N(C2)C)=O)=O)C1 ((±)-5-[7-Ethyl-2-methyl-4H-benzo[5,6]cyclohepta[1,2-d]thiazol-4-yl]-1-methyl-2,4(1H,3H)-pyrimidinedione). Conditions: time 10 minute. Reactants: CN1C(=O)NC(=O)C=C1 (1-Methyluracil), C(C)C=1C=CC2=C(C=CC3=C(N=C(S3)C)C2O)C1 ((±)-7-Ethyl-2-methyl-4H-benzo[5,6]cyclohepta[1,2-d]thiazol-4-ol), FC(C(=O)O)(F)F (trifluoroacetic acid). The reactants are CC(C)[Si](Cl)(C(C)C)C(C)C, ClCCl, OCC=CI, N#N, c1c[nH]cn1. Product: CC(C)[Si](OCC=CI)(C(C)C)C(C)C. RXN SMILES: [Cl:13][Si:14]([CH:15]([CH3:16])[CH3:17])([CH:18]([CH3:19])[CH3:20])[CH:21]([CH3:22])[CH3:23].[Cl:24][CH2:25][Cl:26].[I:1][CH:2]=[CH:3][CH2:4][OH:5].[N:6]#[N:7].[nH:8]1[cH:9][cH:10][n:11][cH:12]1>>[I:1][CH:2]=[CH:3][CH2:4][O:5][Si:14]([CH:15]([CH3:16])[CH3:17])([CH:18]([CH3:19])[CH3:20])[CH:21]([CH3:22])[CH3:23]. Reactants: C(C1=CC=CC=C1)N(S(=O)(=O)CC(=O)OC)C (Methyl (N-benzyl-N-methylsulfamoyl)acetate), N (ammonia), O (water). Run in O1CCCC1 (tetrahydrofuran). Run at time 18 hour. Product: C(C1=CC=CC=C1)N(S(=O)(=O)CC(=O)N)C ((N-Benzyl-N-methylsulfamoyl)acetamide). The yield is 76.0%. RXN SMILES: [CH2:1]([N:8]([CH3:17])[S:9]([CH2:12][C:13](OC)=[O:14])(=[O:11])=[O:10])[C:2]1[CH:7]=[CH:6][CH:5]=[CH:4][CH:3]=1.[NH3:18].O>O1CCCC1>[CH2:1]([N:8]([CH3:17])[S:9]([CH2:12][C:13]([NH2:18])=[O:14])(=[O:11])=[O:10])[C:2]1[CH:7]=[CH:6][CH:5]=[CH:4][CH:3]=1. Reported procedure: To a stirred solution of methyl (N-benzyl-N-methylsulfamoyl)acetate (from step (a), 3.9 g, 15.2 mmol) in tetrahydrofuran (10 ml) at ambient temperature was added aqueous ammonia (10 ml, s.g.=0.88) in one portion. The orange solution was then stirred at ambient temperature for 18 hr, before being poured into water (50 ml) and extracted with ethyl acetate (3×25 ml). The organic extract was evaporated in vacuo to give the subtitle compound (2.8 g, 76%) as a white solid. m.p. 124-127° C. RXN SMILES: [CH2:1]([N:8]1[CH:12]=[CH:11][N:10]=[CH:9]1)[CH2:2][CH2:3][CH2:4][CH2:5][CH2:6][CH3:7].[Br:13][CH2:14][CH2:15][CH2:16][CH2:17][C:18]1[CH:23]=[CH:22][C:21]([O:24][CH3:25])=[CH:20][CH:19]=1>>[Br-:13].[CH2:1]([N+:8]1[CH:12]=[CH:11][N:10]([CH2:14][CH2:15][CH2:16][CH2:17][C:18]2[CH:19]=[CH:20][C:21]([O:24][CH3:25])=[CH:22][CH:23]=2)[CH:9]=1)[CH2:2][CH2:3][CH2:4][CH2:5][CH2:6][CH3:7] |f:2.3|. Reaction conditions: temperature 140 celsius. The product is [Br-].C(CCCCCC)[N+]1=CN(C=C1)CCCCC1=CC=C(C=C1)OC (1-Heptyl-3-[4-(4-methoxyphenyl)butyl]imidazolium bromide). Procedure details: A mixture of 2.5 g (0.015 mole) of 1-heptyl-1H-imidazole and 3.66 g (0.015 mole) of 1-(4-bromobutyl)-4-methoxybenzene is heated at 140° C. for about 2 hours. Follow the progress of the reaction by thin-layer chromatography on silica gel (methanol: 1M sodium chloride, 95:5). At the completion of the reaction, the cooled reaction product is triturated thoroughly with ether and on drying, provides the title compound. Reactants: C(CCCCCC)N1C=NC=C1 (1-heptyl-1H-imidazole), BrCCCCC1=CC=C(C=C1)OC (1-(4-bromobutyl)-4-methoxybenzene). Conditions: time 115 hour. Starting materials: NC1=NC(=C2N=CN(C2=N1)CC(C(=O)OC)CC(=O)OC)Cl (dimethyl 2-(2-amino-6-chloropurin-9-ylmethyl)succinate), C(C)(=O)[O-].[Na+] (sodium acetate). The product is NC1=NC=C2N=CN(C2=N1)CC(C(=O)OC)CC(=O)OC (Dimethyl 2-(2-aminopurin-9-ylmethyl)succinate). Solvent: C(C)O (ethanol). Reagents/catalysts: [Pd] (palladium on charcoal). Procedure: A mixture of dimethyl 2-(2-amino-6-chloropurin-9-ylmethyl)succinate (3.28 g, 10 mmol), sodium acetate (1.5 g) and 5% palladium on charcoal (0.4 g) in ethanol (200 ml) was hydrogenated with agitation in a Parr apparatus at 40 psi for 115 h/room temperature. After filtration, sodium acetate (1.6 g) and 5% Pd/C (0.4 g) were added and the hydrogenation was continued for 70 h. After filtration and evaporation to dryness, the residue was extracted with 2×50 ml of chloroform and the combined extracts w... RXN SMILES: [NH2:1][C:2]1[N:10]=[C:9]2[C:5]([N:6]=[CH:7][N:8]2[CH2:11][CH:12]([CH2:17][C:18]([O:20][CH3:21])=[O:19])[C:13]([O:15][CH3:16])=[O:14])=[C:4](Cl)[N:3]=1.C([O-])(=O)C.[Na+]>[Pd].C(O)C>[NH2:1][C:2]1[N:10]=[C:9]2[C:5]([N:6]=[CH:7][N:8]2[CH2:11][CH:12]([CH2:17][C:18]([O:20][CH3:21])=[O:19])[C:13]([O:15][CH3:16])=[O:14])=[CH:4][N:3]=1 |f:1.2|.